From a dataset of the Open Reaction Database (ORD), a public repository of structured organic reaction records. describe an organic reaction: reactants, conditions, products, and yield Reactants: C(C)(=O)C(C(=O)OCC)C(C(=O)OCC)C(C)=O (diethyl 2,3-diacetylsuccinate), C(C)O (ethanol), Br.N(N)C=1NCCN1 (2-hydrazino-4,5-dihydro-1H-imidazole hydrobromide). Reaction SMILES: [C:1]([CH:4]([CH:10]([C:16](=O)[CH3:17])[C:11]([O:13][CH2:14][CH3:15])=[O:12])[C:5]([O:7][CH2:8][CH3:9])=[O:6])(=O)[CH3:2].C(O)C.[BrH:22].[NH:23]([C:25]1[NH:26][CH2:27][CH2:28][N:29]=1)[NH2:24]>C(O)(=O)C>[BrH:22].[C:11]([C:10]1[C:4]([C:5]([O:7][CH2:8][CH3:9])=[O:6])=[C:1]([CH3:2])[N:24]([NH:23][C:25]2[NH:29][CH2:28][CH2:27][N:26]=2)[C:16]=1[CH3:17])([O:13][CH2:14][CH3:15])=[O:12] |f:2.3,5.6|. The product is Br.C(=O)(OCC)C1=C(N(C(=C1C(=O)OCC)C)NC=1NCCN1)C (2-(3,4-Dicarbethoxy-2,5-dimethyl-pyrrol-1-yl)amino-4,5-dihydro-1H-imidazole hydrobromide). The solvent is C(C)(=O)O (acetic acid). Procedure details: To a solution of 15 g. (0.0581 mole) of diethyl 2,3-diacetylsuccinate in 150 ml. of absolute ethanol, 1.2 ml. of glacial acetic acid is added. The mixture is gently refluxed for 5 minutes then 8.13 g. (0.0467 mole) of 2-hydrazino-4,5-dihydro-1H-imidazole hydrobromide is added. The mixture is refluxed for 20 hours, then the solvent is evaporated off. The obtained residue is recrystallized several times from isopropanol, and 6.3 g. of the title compound are recovered. M.p. 172°-4°C. Starting materials: N(C(=O)C)C1=CC=C(C=C1)O (p-Acetaminophenol), [OH-].[Li+] (lithium hydroxide), [O-2].[Al+3].[O-2].[O-2].[Al+3] (aluminum oxide), C(=O)=O (CO2). Reaction conditions: temperature 190 celsius. Yields the product NC1=CC=C(C(C(=O)O)=C1)O (5-aminosalicylic acid). Isolated yield 85.0%. RXN SMILES: [NH:1]([C:5]1[CH:10]=[CH:9][C:8]([OH:11])=[CH:7][CH:6]=1)C(C)=O.[OH-].[Li+].[O-2].[Al+3].[O-2].[O-2].[Al+3].[C:19](=[O:21])=[O:20]>>[NH2:1][C:5]1[CH:6]=[C:7]([C:19]([OH:21])=[O:20])[C:8]([OH:11])=[CH:9][CH:10]=1 |f:1.2,3.4.5.6.7|. Reported procedure: p-Acetaminophenol 15 g, lithium hydroxide 60 g, and aluminum oxide 45 g were added into a 500 ml autoclave, and CO2 was introduced to perform a carboxylation reaction under a reaction pressure of 3.0 MPa and heated to 190° C., maintained for 2 hours, then the reaction was terminated, cooled to 80° C., and 1500 ml distilled water was added to dissolve lithium 5-aminosalicylate. After decolorization, the aqueous phase was acidified with 20˜30% hydrochloric acid until pH=4, cooled and then filtered... Starting materials: FC1=C(C(=C(C=C1OC)OC)F)C1=NC=C2C(=N1)NN=C2I (6-(2,6-difluoro-3,5-dimethoxyphenyl)-3-iodo-1H-pyrazolo[3,4-d]pyrimidine), CN1CCN(CC1)C1=NC=C(C=C1)B1OC(C(O1)(C)C)(C)C (1-methyl-4-[5-(4,4,5,5-tetramethyl-1,3,2-dioxaborolan-2-yl)pyridin-2-yl]piperazine). Product: FC1=C(C(=C(C=C1OC)OC)F)C1=NC=C2C(=N1)NN=C2C=2C=NC(=CC2)N2CCN(CC2)C (6-(2,6-Difluoro-3,5-dimethoxyphenyl)-3-[6-(4-methylpiperazin-1-yl)pyridin-3-yl]-1H-pyrazolo[3,4-d]pyrimidine). Reaction SMILES: [F:1][C:2]1[C:7]([O:8][CH3:9])=[CH:6][C:5]([O:10][CH3:11])=[C:4]([F:12])[C:3]=1[C:13]1[N:18]=[C:17]2[NH:19][N:20]=[C:21](I)[C:16]2=[CH:15][N:14]=1.[CH3:23][N:24]1[CH2:29][CH2:28][N:27]([C:30]2[CH:35]=[CH:34][C:33](B3OC(C)(C)C(C)(C)O3)=[CH:32][N:31]=2)[CH2:26][CH2:25]1>>[F:1][C:2]1[C:7]([O:8][CH3:9])=[CH:6][C:5]([O:10][CH3:11])=[C:4]([F:12])[C:3]=1[C:13]1[N:18]=[C:17]2[NH:19][N:20]=[C:21]([C:33]3[CH:32]=[N:31][C:30]([N:27]4[CH2:26][CH2:25][N:24]([CH3:23])[CH2:29][CH2:28]4)=[CH:35][CH:34]=3)[C:16]2=[CH:15][N:14]=1. Reported procedure: This compound was prepared by using procedures analogous to those described for the synthesis of Example 4, Step 2 starting from 6-(2,6-difluoro-3,5-dimethoxyphenyl)-3-iodo-1H-pyrazolo[3,4-d]pyrimidine and 1-methyl-4-[5-(4,4,5,5-tetramethyl-1,3,2-dioxaborolan-2-yl)pyridin-2-yl]piperazine. LCMS (M+H)+=468.0. Reactants: C(#N)C=1C=C(CN)C=CC1 (m-Cyanobenzylamine), N(=O)[O-].[Na+] (sodium nitrite), FC(C(=O)O)(F)F (Trifluoroacetic acid). Run in CN(C=O)C (dimethylformamide). Yields the product C(#N)C=1C=C(CO)C=CC1 (m-cyanobenzyl alcohol). Isolated yield 51.9%. RXN SMILES: [C:1]([C:3]1[CH:4]=[C:5]([CH:8]=[CH:9][CH:10]=1)[CH2:6]N)#[N:2].N([O-])=[O:12].[Na+].FC(F)(F)C(O)=O>CN(C)C=O>[C:1]([C:3]1[CH:4]=[C:5]([CH:8]=[CH:9][CH:10]=1)[CH2:6][OH:12])#[N:2] |f:1.2|. Procedure details: m-Cyanobenzylamine (13.2 g), sodium nitrite (10.4 g), and dimethylformamide (100 ml) were mixed together, and the mixture was vigorously stirred at room temperature. Trifluoroacetic acid (22.8 g) was added dropwise to the mixture over one hour. After completion of addition, the mixture was further allowed to react at 100° C. for one hour. For the subsequent process, the procedure of Example 1 was repeated, to thereby obtain 6.9 g of m-cyanobenzyl alcohol (bp. 128-130° C./400 Pa) (yield 52%). The... The reactants are CCCCCCCCC#Cc1ccc(CNCc2ccc(OCC(=O)OC)c(C(=O)OC)c2)cc1, Cl, O=C(Cl)C=Cc1ccccc1. The product is CCCCCCCCC#Cc1ccc(CN(Cc2ccc(OCC(=O)OC)c(C(=O)OC)c2)C(=O)C=Cc2ccccc2)cc1. Reaction SMILES: [C:2](#[C:3][CH2:4][CH2:5][CH2:6][CH2:7][CH2:8][CH2:9][CH2:10][CH3:11])[c:12]1[cH:13][cH:14][c:15]([CH2:16][NH:17][CH2:18][c:19]2[cH:20][cH:21][c:22]([O:29][CH2:30][C:31](=[O:32])[O:33][CH3:34])[c:23]([C:24](=[O:25])[O:26][CH3:27])[cH:28]2)[cH:35][cH:36]1.[ClH:1].[c:37]1([CH:43]=[CH:44][C:45](=[O:46])[Cl:47])[cH:38][cH:39][cH:40][cH:41][cH:42]1>>[C:2](#[C:3][CH2:4][CH2:5][CH2:6][CH2:7][CH2:8][CH2:9][CH2:10][CH3:11])[c:12]1[cH:13][cH:14][c:15]([CH2:16][N:17]([CH2:18][c:19]2[cH:20][cH:21][c:22]([O:29][CH2:30][C:31](=[O:32])[O:33][CH3:34])[c:23]([C:24](=[O:25])[O:26][CH3:27])[cH:28]2)[C:45]([CH:44]=[CH:43][c:37]2[cH:38][cH:39][cH:40][cH:41][cH:42]2)=[O:46])[cH:35][cH:36]1. The reactants are [OH-].[K+] (KOH), BrC1=NN(C2=C1C=NC(=C2)C(=O)O)C(C2=CC=CC=C2)(C2=CC=CC=C2)C2=CC=CC=C2 (3-bromo-1-trityl-1H-pyrazolo[4,3-c]pyridine-6-carboxylic acid), C1(=CC=CC=C1)P(=O)(C1=CC=CC=C1)N=[N+]=[N-] (diphenylphosphoryl azide), TEA. Run in O1CCOCC1 (1,4-dioxane), O1CCOCC1 (1,4-dioxane). Reaction conditions: temperature 80 celsius. Product: BrC1=NN(C2=C1C=NC(=C2)N)C(C2=CC=CC=C2)(C2=CC=CC=C2)C2=CC=CC=C2 (3-bromo-1-trityl-1H-pyrazolo[4,3-c]pyridin-6-amine), solid. Isolated yield 33.3%. Reaction SMILES: [Br:1][C:2]1[C:6]2[CH:7]=[N:8][C:9](C(O)=O)=[CH:10][C:5]=2[N:4]([C:14]([C:27]2[CH:32]=[CH:31][CH:30]=[CH:29][CH:28]=2)([C:21]2[CH:26]=[CH:25][CH:24]=[CH:23][CH:22]=2)[C:15]2[CH:20]=[CH:19][CH:18]=[CH:17][CH:16]=2)[N:3]=1.C1(P([N:47]=[N+]=[N-])(C2C=CC=CC=2)=O)C=CC=CC=1.[OH-].[K+]>O1CCOCC1>[Br:1][C:2]1[C:6]2[CH:7]=[N:8][C:9]([NH2:47])=[CH:10][C:5]=2[N:4]([C:14]([C:15]2[CH:16]=[CH:17][CH:18]=[CH:19][CH:20]=2)([C:21]2[CH:22]=[CH:23][CH:24]=[CH:25][CH:26]=2)[C:27]2[CH:28]=[CH:29][CH:30]=[CH:31][CH:32]=2)[N:3]=1 |f:2.3|. Procedure: To a suspension of 3-bromo-1-trityl-1H-pyrazolo[4,3-c]pyridine-6-carboxylic acid (1.95 g, 4.03 mmol) in 1,4-dioxane (19.50 mL) and diphenylphosphoryl azide (DPPA) (1.047 mL, 4.83 mmol), TEA (0.842 mL, 6.04 mmol) in 10 mL of 1,4-dioxane was added dropwise over 5 min. The clear solution was heated to 80° C. for 2 h and a yellow clear solution was obtained. A solution of 1N KOH (20.13 mL, 20.13 mmol) was added at the same temperature. The reaction mixture was heated to 80° C. overnight. After cooli... Reactants: CS(C)=O, Nc1nccc(Cl)c1[N+](=O)[O-], [H-], CSc1cc(O)ccc1N, [Na+], O. Yields the product CSc1cc(Oc2ccnc(N)c2[N+](=O)[O-])ccc1N. Reaction SMILES: [CH3:3][S:4]([CH3:5])=[O:6].[Cl:17][c:18]1[c:19]([N+:25](=[O:26])[O-:27])[c:20]([NH2:24])[n:21][cH:22][cH:23]1.[H-:1].[NH2:7][c:8]1[c:9]([S:15][CH3:16])[cH:10][c:11]([OH:14])[cH:12][cH:13]1.[Na+:2].[OH2:28]>>[NH2:7][c:8]1[c:9]([S:15][CH3:16])[cH:10][c:11]([O:14][c:18]2[c:19]([N+:25](=[O:26])[O-:27])[c:20]([NH2:24])[n:21][cH:22][cH:23]2)[cH:12][cH:13]1. Reactants: O=C([O-])[O-], CCC(C)=O, ClCc1ccccc1, Cc1c(O)cccc1Cl, [K+], [K+]. Yields the product Cc1c(Cl)cccc1OCc1ccccc1. As a reaction SMILES: [C:18](=[O:19])([O-:20])[O-:21].[CH2:24]([C:25]([CH3:26])=[O:27])[CH3:28].[Cl:10][CH2:11][c:12]1[cH:13][cH:14][cH:15][cH:16][cH:17]1.[Cl:1][c:2]1[c:3]([CH3:9])[c:4]([OH:8])[cH:5][cH:6][cH:7]1.[K+:22].[K+:23]>>[Cl:1][c:2]1[c:3]([CH3:9])[c:4]([O:8][CH2:11][c:12]2[cH:13][cH:14][cH:15][cH:16][cH:17]2)[cH:5][cH:6][cH:7]1. Reactants: C(C)N(C1=C(C=C(C(=C1)OC)OC)C1CC=2C=CC(=CC2CC1)OC(C(C)(C)C)=O)C(C1=CC=C(C=C1)O)=O (pivalic acid 6-{2-[ethyl(4-hydroxybenzoyl)amino]-4,5-dimethoxyphenyl}-5,6,7,8-tetrahydronaphthalen-2-yl ester), C(C)(C)(C)N(C(CCl)=O)C (N-tert-butyl-2-chloro-N-methylacetamide). Yields the product C(C)(C)(C)N(CCOC1=CC=C(CCCNC2=C(C=C(C(=C2)OC)OC)C2CC=3C=CC(=CC3CC2)O)C=C1)C (6-{2-{{4-[2-(tert-Butylmethylamino)ethoxy]benzyl}ethylamino}-4,5-dimethoxyphenyl}-5,6,7,8-tetrahydronaphthalen-2-ol). Isolated yield 24.6%. RXN SMILES: C([N:3]([C:31](=O)[C:32]1[CH:37]=[CH:36][C:35](O)=[CH:34]C=1)[C:4]1[CH:9]=[C:8]([O:10][CH3:11])[C:7]([O:12][CH3:13])=[CH:6][C:5]=1[CH:14]1[CH2:23][CH2:22][C:21]2[CH:20]=[C:19]([O:24]C(=O)C(C)(C)C)[CH:18]=[CH:17][C:16]=2[CH2:15]1)C.[C:40]([N:44]([CH3:49])[C:45](=O)[CH2:46]Cl)([CH3:43])([CH3:42])[CH3:41]>>[C:40]([N:44]([CH3:49])[CH2:45][CH2:46][O:10][C:8]1[CH:7]=[CH:6][C:36]([CH2:37][CH2:32][CH2:31][NH:3][C:4]2[CH:9]=[C:8]([O:10][CH3:11])[C:7]([O:12][CH3:13])=[CH:6][C:5]=2[CH:14]2[CH2:23][CH2:22][C:21]3[CH:20]=[C:19]([OH:24])[CH:18]=[CH:17][C:16]=3[CH2:15]2)=[CH:35][CH:34]=1)([CH3:43])([CH3:42])[CH3:41]. Procedure: Synthesized from pivalic acid 6-{2-[ethyl(4-hydroxybenzoyl)amino]-4,5-dimethoxyphenyl}-5,6,7,8-tetrahydronaphthalen-2-yl ester (19 mg) and N-tert-butyl-2-chloro-N-methylacetamide (12 mg) according to an analogous synthetic method to Example 404 and purified by LC-MS, the title compound (2.4 mg) was obtained.